From a dataset of the Open Reaction Database (ORD), a public repository of structured organic reaction records. describe an organic reaction: reactants, conditions, products, and yield Reactants: Clc1ccc(CBr)cc1, C1COCO1, C1COCCO1, OCC1COC(Cn2cncn2)(c2ccc(Oc3ccccc3)cc2)O1. The product is Clc1ccc(COCC2COC(Cn3cncn3)(c3ccc(Oc4ccccc4)cc3)O2)cc1. As a reaction SMILES: [Cl:32][c:33]1[cH:34][cH:35][c:36]([CH2:37][Br:38])[cH:39][cH:40]1.[O:1]1[CH2:2][CH2:3][O:4][CH2:5]1.[O:41]1[CH2:42][CH2:43][O:44][CH2:45][CH2:46]1.[O:6]([c:7]1[cH:8][cH:9][cH:10][cH:11][cH:12]1)[c:13]1[cH:14][cH:15][c:16]([C:19]2([CH2:26][n:27]3[n:28][cH:29][n:30][cH:31]3)[O:20][CH2:21][CH:22]([CH2:24][OH:25])[O:23]2)[cH:17][cH:18]1>>[O:6]([c:7]1[cH:8][cH:9][cH:10][cH:11][cH:12]1)[c:13]1[cH:14][cH:15][c:16]([C:19]2([CH2:26][n:27]3[n:28][cH:29][n:30][cH:31]3)[O:20][CH2:21][CH:22]([CH2:24][O:25][CH2:37][c:36]3[cH:35][cH:34][c:33]([Cl:32])[cH:40][cH:39]3)[O:23]2)[cH:17][cH:18]1. Starting materials: C(O)([O-])=O.[Na+] (sodium hydrogen carbonate), S(=O)(=O)([O-])[O-].[Na+].[Na+] (sodium sulfate), COC1=CC=C2N=CC(N(C2=C1)CC=O)=O ((7-methoxy-2-oxoquinoxalin-1(2H)-yl)acetaldehyde), NC[C@H]1CC(N(C1)C=1C=CC2=C(NC(CO2)=O)C1)=O (6-[(4R)-4-(aminomethyl)-2-oxopyrrolidin-1-yl]-2H-1,4-benzoxazin-3(4H)-one), C(C)(=O)O[BH-](OC(C)=O)OC(C)=O.[Na+] (sodium triacetoxyborohydride). Solvent: ClCCl (dichloromethane), ClCCl (dichloromethane), CN(C=O)C (N,N-dimethylformamide), O (Water), ClCCl (Dichloromethane). Reaction conditions: time 2 hour. Yields the product COC1=CC=C2N=CC(N(C2=C1)CCNC[C@H]1CC(N(C1)C=1C=CC2=C(NC(CO2)=O)C1)=O)=O (6-[(4R)-4-({[2-(7-Methoxy-2-oxoquinoxalin-1(2H)-yl)ethyl]amino}methyl)-2-oxopyrrolidin-1-yl]-2H-1,4-benzoxazin-3(4H)-one). The yield is 90.5%. As a reaction SMILES: S([O-])([O-])(=O)=O.[Na+].[Na+].[CH3:8][O:9][C:10]1[CH:19]=[C:18]2[C:13]([N:14]=[CH:15][C:16](=[O:23])[N:17]2[CH2:20][CH:21]=O)=[CH:12][CH:11]=1.[NH2:24][CH2:25][C@@H:26]1[CH2:30][N:29]([C:31]2[CH:32]=[CH:33][C:34]3[O:39][CH2:38][C:37](=[O:40])[NH:36][C:35]=3[CH:41]=2)[C:28](=[O:42])[CH2:27]1.C(O[BH-](OC(=O)C)OC(=O)C)(=O)C.[Na+].C(=O)([O-])O.[Na+]>ClCCl.O.CN(C)C=O>[CH3:8][O:9][C:10]1[CH:19]=[C:18]2[C:13]([N:14]=[CH:15][C:16](=[O:23])[N:17]2[CH2:20][CH2:21][NH:24][CH2:25][C@@H:26]2[CH2:30][N:29]([C:31]3[CH:32]=[CH:33][C:34]4[O:39][CH2:38][C:37](=[O:40])[NH:36][C:35]=4[CH:41]=3)[C:28](=[O:42])[CH2:27]2)=[CH:12][CH:11]=1 |f:0.1.2,5.6,7.8|. Procedure: Under a nitrogen gas atmosphere, anhydrous sodium sulfate (1.4 g) was added at room temperature to a solution of (7-methoxy-2-oxoquinoxalin-1(2H)-yl)acetaldehyde (synthesized with reference to WO2009/1126; 167 mg, 0.765 mmol) and 6-[(4R)-4-(aminomethyl)-2-oxopyrrolidin-1-yl]-2H-1,4-benzoxazin-3(4H)-one (200 mg, 0.765 mmol) in dichloromethane (3 ml)/N,N-dimethylformamide (1 ml) and the mixture was stirred at the same temperature for 2 hours. Dichloromethane (3 ml) was added to the reaction soluti...